This data is from the Open Reaction Database (ORD), a public repository of structured organic reaction records. The task is: describe an organic reaction: reactants, conditions, products, and yield As a reaction SMILES: [CH2:16]1[C:17]2([CH2:18][CH2:19][C:20](=[O:21])[CH2:22][CH2:23]2)[CH2:24][CH2:25][c:26]2[c:27]1[cH:28][cH:29][cH:30][cH:31]2.[CH2:1]1[c:2]2[cH:3][cH:4][cH:5][cH:6][c:7]2[CH2:8][C:9]12[CH2:10][CH2:11][C:12](=[O:15])[CH2:13][CH2:14]2.[NH2:32][OH:33].[Na+:35].[OH-:34]>>[CH2:1]1[c:2]2[cH:3][cH:4][cH:5][cH:6][c:7]2[CH2:8][C:9]12[CH2:10][CH2:11][C:12](=[N:32][OH:33])[CH2:13][CH2:14]2. Reactants: O=C1CCC2(CC1)CCc1ccccc1C2, O=C1CCC2(CC1)Cc1ccccc1C2, NO, [Na+], [OH-]. The product is ON=C1CCC2(CC1)Cc1ccccc1C2.